This data is from the Open Reaction Database (ORD), a public repository of structured organic reaction records. The task is: describe an organic reaction: reactants, conditions, products, and yield The reactants are Cl.COC1=CC=C(CN2CC(C(=O)OC)CCC2)C=C1 (methyl N-(p-methoxybenzyl)nipecotate hydrochloride), [OH-].[Na+] (sodium hydroxide). The solvent is CO (methanol), O (water). Product: COC1=CC=C(CN2C(C(CCC2)=C)=O)C=C1 (1-(p-methoxybenzyl)-3-methylene-2-piperidone). Yield: 71.4%. RXN SMILES: Cl.[CH3:2][O:3][C:4]1[CH:20]=[CH:19][C:7]([CH2:8][N:9]2[CH2:18][CH2:17][CH2:16][CH:11]([C:12](OC)=O)[CH2:10]2)=[CH:6][CH:5]=1.[OH-:21].[Na+]>CO.O>[CH3:2][O:3][C:4]1[CH:20]=[CH:19][C:7]([CH2:8][N:9]2[CH2:18][CH2:17][CH2:16][C:11](=[CH2:12])[C:10]2=[O:21])=[CH:6][CH:5]=1 |f:0.1,2.3|. Procedure details: A solution of methyl N-(p-methoxybenzyl)nipecotate hydrochloride (30.7 g) and 8.4 g of sodium hydroxide in 900 ml of methanol and 45 ml of water is stirred at room temperature for 17 hours. The solution is evaporated to dryness in vacuo, the residue diluted with toluene, and this again evaporated to dryness in vacuo. To the residue is added 1 liter of acetic anhydride and 140 ml of triethylamine, and the resulting mixture is heated under reflux for 4 hours. The reaction mixture is evaporated to ... The reactants are O=[N+]([O-])c1ccc(OCc2ccccc2)c(C(F)(F)F)c1, CC(C)(C)[O-], N#CCc1ccc(Cl)cc1, Cl, [K+], CN(C)C=O. The product is N#CCc1cc(OCc2ccccc2)c(C(F)(F)F)cc1[N+](=O)[O-]. As a reaction SMILES: [CH2:7]([c:8]1[cH:9][cH:10][cH:11][cH:12][cH:13]1)[O:14][c:15]1[c:16]([C:24]([F:25])([F:26])[F:27])[cH:17][c:18]([N+:21](=[O:22])[O-:23])[cH:19][cH:20]1.[CH3:1][C:2]([CH3:3])([O-:4])[CH3:5].[Cl:28][c:29]1[cH:30][cH:31][c:32]([CH2:33][C:34]#[N:35])[cH:36][cH:37]1.[ClH:38].[K+:6].[O:39]=[CH:40][N:41]([CH3:42])[CH3:43]>>[CH2:7]([c:8]1[cH:9][cH:10][cH:11][cH:12][cH:13]1)[O:14][c:15]1[c:16]([C:24]([F:25])([F:26])[F:27])[cH:17][c:18]([N+:21](=[O:22])[O-:23])[c:19]([CH2:33][C:34]#[N:35])[cH:20]1. The reactants are O=C([O-])O, CCN, CC(=O)O, ClCCCl, O=Cc1cc(C(F)(F)F)cc(C(F)(F)F)c1, [Na+]. Yields the product CCNCc1cc(C(F)(F)F)cc(C(F)(F)F)c1. As a reaction SMILES: [C:24](=[O:25])([OH:26])[O-:27].[CH3:17][CH2:18][NH2:19].[CH3:20][C:21](=[O:22])[OH:23].[Cl:29][CH2:30][CH2:31][Cl:32].[F:1][C:2]([c:3]1[cH:4][c:5]([CH:6]=[O:7])[cH:8][c:9]([C:11]([F:12])([F:13])[F:14])[cH:10]1)([F:15])[F:16].[Na+:28]>>[F:1][C:2]([c:3]1[cH:4][c:5]([CH2:6][NH:19][CH2:18][CH3:17])[cH:8][c:9]([C:11]([F:12])([F:13])[F:14])[cH:10]1)([F:15])[F:16]. The reactants are C1(=CC=CC=C1)C=1N=C(NC1C1=CC=CC=C1)S (4,5-diphenyl-2-mercapto-1H-imidazole), C([O-])([O-])=O.[K+].[K+] (potassium carbonate), [I-].[Na+] (sodium iodide), [H-].[Na+] (Sodium hydride), 1H-bromo-5-chloropentane, OCCC1=NC=CC=C1 (2-(2-hydroxyethyl)pyridine). Solvent: CS(=O)C (dimethylsulfoxide), C(C)(=O)OCC (ethyl acetate), CCCCCC (hexane). Run at temperature 80 celsius, time 2 hour. Product: C1(=CC=CC=C1)C=1N=C(NC1C1=CC=CC=C1)SCCCCCOCCC1=NC=CC=C1 (4,5-diphenyl-2-[5-[2-(2-pyridyl)ethoxy]pentyl]thio-1H-imidazole). Isolated yield 9.5%. RXN SMILES: [H-].[Na+].[OH:3][CH2:4][CH2:5][C:6]1[CH:11]=[CH:10][CH:9]=[CH:8][N:7]=1.[C:12]1([C:18]2[N:19]=[C:20]([SH:29])[NH:21][C:22]=2[C:23]2[CH:28]=[CH:27][CH:26]=[CH:25][CH:24]=2)[CH:17]=[CH:16][CH:15]=[CH:14][CH:13]=1.C(=O)([O-])[O-].[K+].[K+].[I-].[Na+]>CCCCCC.CS(C)=O.C(OCC)(=O)C>[C:12]1([C:18]2[N:19]=[C:20]([S:29][CH2:4][CH2:5][CH2:6][CH2:11][CH2:10][O:3][CH2:4][CH2:5][C:6]3[CH:11]=[CH:10][CH:9]=[CH:8][N:7]=3)[NH:21][C:22]=2[C:23]2[CH:24]=[CH:25][CH:26]=[CH:27][CH:28]=2)[CH:13]=[CH:14][CH:15]=[CH:16][CH:17]=1 |f:0.1,4.5.6,7.8|. Reported procedure: Sodium hydride (2.24 g of 50% w/w slurry in mineral oil, 46.7 mmol) was washed in hexane and dried under vacuum. Dimethylsulfoxide (30 mL) was added, followed by a solution of 2-(2-hydroxyethyl)pyridine (5.00 mL, 44.4 mmol) in dimethylsulfoxide (20 mL) dropwise. After stirring for 2 hours, the mixture was treated with 1H-bromo-5-chloropentane (6.00 mL, 45.5 mmol), and was heated to 80° C. for 18 hours. The resulting mixture was cooled, treated with 4,5-diphenyl-2-mercapto-1H-imidazole (7.00 g, 2... The reactants are CN[C@@H]1C[C@H]2O[C@@](C)([C@@H]1OC)n1c3ccccc3c3c4c(c5c6ccccc6n2c5c31)C(=O)NC4 (staurosporine), CN(C)c1ccc(C=O)c(F)c1C#N. Reagents/catalysts: CC(C)[O-].CC(C)[O-].CC(C)[O-].CC(C)[O-].[Ti+4] (Ti(OiPr)4), CC(=O)O (acetic acid), CC(=O)O[BH-](OC(C)=O)OC(C)=O.[Na+] (Sodium triacetoxyborohydride). Solvent: CN1CCCC1=O (NMP), CN1CCCC1=O (NMP), CN1CCCC1=O (NMP), CN1CCCC1=O (NMP), CN1CCCC1=O (NMP), CN1CCCC1=O (NMP), CN1CCCC1=O (NMP). Reaction conditions: temperature 22 celsius, time 18 hour. Yields the product CO[C@@H]1[C@@H](C[C@H]2O[C@]1(C)n3c4ccccc4c5c6CNC(=O)c6c7c8ccccc8n2c7c35)N(C)Cc9ccc(N(C)C)c(C#N)c9F, CN[C@@H]1C[C@H]2O[C@@](C)([C@@H]1OC)n1c3ccccc3c3c4c(c5c6ccccc6n2c5c31)C(=O)NC4 (Staurosporine), CN(C)c1ccc(C=O)c(F)c1C#N.